Dataset: the Open Reaction Database (ORD), a public repository of structured organic reaction records. Task: describe an organic reaction: reactants, conditions, products, and yield The reactants are O=C1NC2=C(CCN1C1CCN(CC1)C(=O)O[C@H](CC1=CC(=C(C(=C1)C)OCC1=CC=CC=C1)CC)C(=O)O)C=CC=C2 ((R)-2-(4-benzyloxy-3-ethyl-5-methyl-phenyl)-1-carboxy-ethyl 4-(2-oxo-1,2,4,5-tetrahydro-1,3-benzodiazepin-3-yl)-piperidine-1-carboxylate), [H][H] (hydrogen). The reagents and catalysts are [Pd] (Pd/C). Run in CO (MeOH). Product: O=C1NC2=C(CCN1C1CCN(CC1)C(=O)O[C@H](CC1=CC(=C(C(=C1)C)O)CC)C(=O)O)C=CC=C2 ((R)-1-carboxy-2-(3-ethyl-4-hydroxy-5-methyl-phenyl)-ethyl 4-(2-oxo-1,2,4,5-tetrahydro-1,3-benzodiazepin-3-yl)-piperidine-1-carboxylate). As a reaction SMILES: [O:1]=[C:2]1[N:8]([CH:9]2[CH2:14][CH2:13][N:12]([C:15]([O:17][C@@H:18]([C:37]([OH:39])=[O:38])[CH2:19][C:20]3[CH:25]=[C:24]([CH3:26])[C:23]([O:27]CC4C=CC=CC=4)=[C:22]([CH2:35][CH3:36])[CH:21]=3)=[O:16])[CH2:11][CH2:10]2)[CH2:7][CH2:6][C:5]2[CH:40]=[CH:41][CH:42]=[CH:43][C:4]=2[NH:3]1.[H][H]>CO.[Pd]>[O:1]=[C:2]1[N:8]([CH:9]2[CH2:10][CH2:11][N:12]([C:15]([O:17][C@@H:18]([C:37]([OH:39])=[O:38])[CH2:19][C:20]3[CH:25]=[C:24]([CH3:26])[C:23]([OH:27])=[C:22]([CH2:35][CH3:36])[CH:21]=3)=[O:16])[CH2:13][CH2:14]2)[CH2:7][CH2:6][C:5]2[CH:40]=[CH:41][CH:42]=[CH:43][C:4]=2[NH:3]1. Reported procedure: 810 mg (1.38 mmol) (R)-2-(4-benzyloxy-3-ethyl-5-methyl-phenyl)-1-carboxy-ethyl 4-(2-oxo-1,2,4,5-tetrahydro-1,3-benzodiazepin-3-yl)-piperidine-1-carboxylate in 25 mL MeOH were combined with 80 mg of 10% Pd/C and hydrogenated at RT and 3 bar hydrogen until the reaction came to an end. The catalyst was removed by suction filtering and the solvent was concentrated by evaporation i.vac. The residue was triturated with DIPE, suction filtered and dried.